This data is from the Open Reaction Database (ORD), a public repository of structured organic reaction records. The task is: describe an organic reaction: reactants, conditions, products, and yield Reaction SMILES: C(O)(C(F)(F)F)=O.[NH:8]1[C:12]2[CH:13]=[CH:14][CH:15]=[CH:16][C:11]=2[N:10]=[C:9]1[C:17]1[C:25]2[C:20](=[CH:21][CH:22]=[C:23]([C:26]3[CH:31]=[CH:30][C:29]([C:32]([CH3:36])([CH3:35])[C:33]#[N:34])=[CH:28][CH:27]=3)[CH:24]=2)[N:19](C2CCCCO2)[N:18]=1>C(Cl)Cl>[NH:10]1[C:11]2[CH:16]=[CH:15][CH:14]=[CH:13][C:12]=2[N:8]=[C:9]1[C:17]1[C:25]2[C:20](=[CH:21][CH:22]=[C:23]([C:26]3[CH:31]=[CH:30][C:29]([C:32]([CH3:36])([CH3:35])[C:33]#[N:34])=[CH:28][CH:27]=3)[CH:24]=2)[NH:19][N:18]=1. Reported procedure: TFA (0.25 mL, 3.245 mmol) was added to a solution of 2-(4-(3-(1H-benzo[d]imidazol-2-yl)-1-(tetrahydro-2H-pyran-2-yl)-1H-indazol-5-yl)phenyl)-2-methylpropanenitrile (7 mg, 0.015 mmol) in CH2Cl2 (4 mL). The reaction mixture was stirred at room temperature for 24 h, and then the solvent was removed in vacuo. Purification by flash chromatography (6% CH3OH/CH2Cl2) afforded the title compound in a 55% yield. 1H NMR (400 MHz, CD3OD): δ 8.66 (bs, 1H), 7.87-7.80 (m, 6H), 7.66 (m, 2H), 7.56 (m, 2H), 1.78 ... Reactants: C(=O)(C(F)(F)F)O (TFA), N1C(=NC2=C1C=CC=C2)C2=NN(C1=CC=C(C=C21)C2=CC=C(C=C2)C(C#N)(C)C)C2OCCCC2 (2-(4-(3-(1H-benzo[d]imidazol-2-yl)-1-(tetrahydro-2H-pyran-2-yl)-1H-indazol-5-yl)phenyl)-2-methylpropanenitrile). The yield is 55.0%. Run in C(Cl)Cl (CH2Cl2). Run at time 24 hour. Product: N1C(=NC2=C1C=CC=C2)C2=NNC1=CC=C(C=C21)C2=CC=C(C=C2)C(C#N)(C)C (2-(4-(3-(1H-benzo[d]imidazol-2-yl)-1H-indazol-5-yl)phenyl)-2-methylpropanenitrile). Starting materials: CCN(C(C)C)C(C)C, ClCCl, O=C(Cl)Oc1ccc([N+](=O)[O-])cc1, Nc1ccccn1, O. The product is O=C(Nc1ccccn1)Oc1ccc([N+](=O)[O-])cc1. RXN SMILES: [CH:21]([N:22]([CH2:23][CH3:24])[CH:25]([CH3:26])[CH3:27])([CH3:28])[CH3:29].[Cl:31][CH2:32][Cl:33].[Cl:8][C:9](=[O:10])[O:11][c:12]1[cH:13][cH:14][c:15]([N+:18](=[O:19])[O-:20])[cH:16][cH:17]1.[NH2:1][c:2]1[n:3][cH:4][cH:5][cH:6][cH:7]1.[OH2:30]>>[NH:1]([c:2]1[n:3][cH:4][cH:5][cH:6][cH:7]1)[C:9](=[O:10])[O:11][c:12]1[cH:13][cH:14][c:15]([N+:18](=[O:19])[O-:20])[cH:16][cH:17]1. Reactants: N(C1=CC=CC=C1)C=1N=CC2=C(N1)CCN(C2)C(=O)OC(C)(C)C (t-butyl 2-anilino-7,8-dihydropyrido[4,3-d]pyrimidine-6(5H)-carboxylate), Intermediate 7, Cl (HCl). Run in CC(=O)C (acetone), CC(C)O (i-PrOH). Run at time 27 hour. Product: C1(=CC=CC=C1)NC=1N=CC2=C(N1)CCNC2 (N-phenyl-5,6,7,8-tetrahydropyrido[4,3-d]pyrimidin-2-amine). RXN SMILES: [NH:1]([C:8]1[N:9]=[CH:10][C:11]2[CH2:17][N:16](C(OC(C)(C)C)=O)[CH2:15][CH2:14][C:12]=2[N:13]=1)[C:2]1[CH:7]=[CH:6][CH:5]=[CH:4][CH:3]=1.Cl>CC(C)=O.CC(O)C>[C:2]1([NH:1][C:8]2[N:9]=[CH:10][C:11]3[CH2:17][NH:16][CH2:15][CH2:14][C:12]=3[N:13]=2)[CH:3]=[CH:4][CH:5]=[CH:6][CH:7]=1. Procedure details: A solution of t-butyl 2-anilino-7,8-dihydropyrido[4,3-d]pyrimidine-6(5H)-carboxylate, Intermediate 7 (2.51 g, 7.69 mmol) in acetone (20 mL) was treated with 5-6 N HCl solution in i-PrOH (6 mL) and the reaction mixture was stirred at room temperature for 27 hours. The solvent was removed in vacuo and the salt was dissolved in water. The aqueous layer was washed with EtOAc and basified with 1.0 N NaOH(aq). The alkaline mixture was extracted with CH2Cl2 (2×100 mL) and the combined CH2Cl2 extracts w... Reactants: B, CC(C)(C)Cc1ccc2c(c1)C(=O)C(C(C)(C)O[SiH2]C(C)(C)C)CC2, CSC, C1CCOC1. The product is CC(C)(C)Cc1ccc2c(c1)C(O)C(C(C)(C)O[SiH2]C(C)(C)C)CC2. Reaction SMILES: [BH3:29].[C:1]([CH3:2])([CH3:3])([CH3:4])[SiH2:5][O:6][C:7]([CH:8]1[C:9](=[O:23])[c:10]2[cH:11][c:12]([CH2:18][C:19]([CH3:20])([CH3:21])[CH3:22])[cH:13][cH:14][c:15]2[CH2:16][CH2:17]1)([CH3:24])[CH3:25].[CH3:26][S:27][CH3:28].[O:30]1[CH2:31][CH2:32][CH2:33][CH2:34]1>>[C:1]([CH3:2])([CH3:3])([CH3:4])[SiH2:5][O:6][C:7]([CH:8]1[CH:9]([OH:23])[c:10]2[cH:11][c:12]([CH2:18][C:19]([CH3:20])([CH3:21])[CH3:22])[cH:13][cH:14][c:15]2[CH2:16][CH2:17]1)([CH3:24])[CH3:25]. The reactants are ClCC=1C=CC2=C(N(C3=C(S2)N=CC=N3)COC)C1 (8-Chloromethyl-10-methoxymethyl-10H-pyrazino[2,3-b][1,4]benzothiazine), CN (methylamine). The solvent is CO (methanol). Yields the product CNCC=1C=CC2=C(N(C3=C(S2)N=CC=N3)COC)C1 (8-(N-Methyl)aminomethyl-10-methoxymethyl-10H-pyrazino[2,3-b][1,4]benzothiazine). As a reaction SMILES: Cl[CH2:2][C:3]1[CH:4]=[CH:5][C:6]2[S:11][C:10]3[N:12]=[CH:13][CH:14]=[N:15][C:9]=3[N:8]([CH2:16][O:17][CH3:18])[C:7]=2[CH:19]=1.[CH3:20][NH2:21]>CO>[CH3:20][NH:21][CH2:2][C:3]1[CH:4]=[CH:5][C:6]2[S:11][C:10]3[N:12]=[CH:13][CH:14]=[N:15][C:9]=3[N:8]([CH2:16][O:17][CH3:18])[C:7]=2[CH:19]=1. Procedure details: 8-Chloromethyl-10-methoxymethyl-10H-pyrazino[2,3-b][1,4]benzothiazine was stirred in a solution of methylamine in methanol at room temperature over day and night. Then the reaction mixture was distilled under reduced pressure and the residue was distributed into sodium hydroxide and ethyl acetate. The organic layer was extracted and dried over anhydrous sodium sulfate. After distilling off the solvent under reduced pressure, the obtained residue was purified by silica gel column chromatography (... The reactants are BrC=1C=C(C(=NC1)CCCCN)C (4-(5-bromo-3-methyl-2-pyridinyl)butylamine), ClC1=NS(C2=C1C=CC=C2)(=O)=O (3-chloro-1,2-benzisothiazole-1,1-dioxide). The solvent is C(Cl)(Cl)Cl (chloroform), C(Cl)(Cl)Cl (chloroform). Reaction conditions: time 15 minute. The product is BrC=1C=C(C(=NC1)CCCCNC1=NS(C2=C1C=CC=C2)(=O)=O)C (N-[4-(5-bromo-3-methyl-2-pyridinyl)butyl]-1,2-benzisothiazol-3-amine 1,1-dioxide). As a reaction SMILES: [Br:1][C:2]1[CH:3]=[C:4]([CH3:13])[C:5]([CH2:8][CH2:9][CH2:10][CH2:11][NH2:12])=[N:6][CH:7]=1.Cl[C:15]1[C:19]2[CH:20]=[CH:21][CH:22]=[CH:23][C:18]=2[S:17](=[O:25])(=[O:24])[N:16]=1>C(Cl)(Cl)Cl>[Br:1][C:2]1[CH:3]=[C:4]([CH3:13])[C:5]([CH2:8][CH2:9][CH2:10][CH2:11][NH:12][C:15]2[C:19]3[CH:20]=[CH:21][CH:22]=[CH:23][C:18]=3[S:17](=[O:24])(=[O:25])[N:16]=2)=[N:6][CH:7]=1. Procedure: To a refluxing solution of 4-(5-bromo-3-methyl-2-pyridinyl)butylamine (1.87 g, 7.69 mmol) in chloroform (80 ml, freed of EtOH by passage through Woelm Grade I neutral alumina) was added over 50 minutes a solution of 3-chloro-1,2-benzisothiazole-1,1-dioxide (U.S. Pat. No. 4,490,527) (1.55 g, 7.69 mmol) in chloroform (50 ml, purified as above) while maintaining reflux. After the addition was complete, reflux was continued for another 15 minutes. Evaporation in vacuo gave a yellow orange foam. Crys...